This data is from the Open Reaction Database (ORD), a public repository of structured organic reaction records. The task is: describe an organic reaction: reactants, conditions, products, and yield Reactants: ClC1=NC(=CC(=N1)C1=CC=C(C=C1)Cl)C(F)(F)F (2-chloro-4-(4-chloro-phenyl)-6-trifluoromethyl-pyrimidine), N1C=NC(=C1)C=1C=NC=CC1 (3-(1H-imidazol-4-yl)-pyridine). Yields the product ClC1=CC=C(C=C1)C1=NC(=NC(=C1)C(F)(F)F)N1C=NC(=C1)C=1C=NC=CC1 (4-(4-Chloro-phenyl)-2-(4-pyridin-3-yl-imidazol-1-yl)-6-trifluoromethyl-pyrimidine), solid. Yield: 45.0%. Reaction SMILES: Cl[C:2]1[N:7]=[C:6]([C:8]2[CH:13]=[CH:12][C:11]([Cl:14])=[CH:10][CH:9]=2)[CH:5]=[C:4]([C:15]([F:18])([F:17])[F:16])[N:3]=1.[NH:19]1[CH:23]=[C:22]([C:24]2[CH:25]=[N:26][CH:27]=[CH:28][CH:29]=2)[N:21]=[CH:20]1>>[Cl:14][C:11]1[CH:12]=[CH:13][C:8]([C:6]2[CH:5]=[C:4]([C:15]([F:18])([F:17])[F:16])[N:3]=[C:2]([N:19]3[CH:23]=[C:22]([C:24]4[CH:25]=[N:26][CH:27]=[CH:28][CH:29]=4)[N:21]=[CH:20]3)[N:7]=2)=[CH:9][CH:10]=1. Reported procedure: The title compound was prepared from 2-chloro-4-(4-chloro-phenyl)-6-trifluoromethyl-pyrimidine (example A.1) (0.15 g, 0.5 mmol) and commercially available 3-(1H-imidazol-4-yl)-pyridine [CAS-No. 51746-85-1] (0.073 g, 0.5 mmol) according to the general procedure IVa. Obtained as a light brown solid (0.09 g, 45%). MS (EI) 401.1 [(M)+]; mp 228° C. Reactants: CS(=O)(=O)OCC1N(CCC1)C(=O)OC(C)(C)C (tert-butyl 2-((methylsulfonyloxy)methyl)pyrrolidine-1-carboxylate), FC=1C=C(C=CC1)C#CC1=CC=C2C(NC=NC2=C1)=O (7-((3-fluorophenyl)ethynyl)quinazolin-4(3H)-one), [OH-].[K+] (KOH). Run in [Na+].[Cl-] (NaCl), O1CCOCC1 (1,4-dioxane). Yields the product FC=1C=C(C=CC1)C#CC1=CC=C2C(N(C=NC2=C1)CC1N(CCC1)C(=O)OC(C)(C)C)=O (tert-butyl 2-((7-((3-fluorophenyl)ethynyl)-4-oxoquinazolin-3(4H)-yl)methyl)pyrrolidine-1-carboxylate). Isolated yield 290.1%. As a reaction SMILES: CS(O[CH2:6][CH:7]1[CH2:11][CH2:10][CH2:9][N:8]1[C:12]([O:14][C:15]([CH3:18])([CH3:17])[CH3:16])=[O:13])(=O)=O.[F:19][C:20]1[CH:21]=[C:22]([C:26]#[C:27][C:28]2[CH:37]=[C:36]3[C:31]([C:32](=[O:38])[NH:33][CH:34]=[N:35]3)=[CH:30][CH:29]=2)[CH:23]=[CH:24][CH:25]=1.[OH-].[K+]>O1CCOCC1.[Na+].[Cl-]>[F:19][C:20]1[CH:21]=[C:22]([C:26]#[C:27][C:28]2[CH:37]=[C:36]3[C:31]([C:32](=[O:38])[N:33]([CH2:6][CH:7]4[CH2:11][CH2:10][CH2:9][N:8]4[C:12]([O:14][C:15]([CH3:18])([CH3:17])[CH3:16])=[O:13])[CH:34]=[N:35]3)=[CH:30][CH:29]=2)[CH:23]=[CH:24][CH:25]=1 |f:2.3,5.6|. Procedure: To a solution of tert-butyl 2-((methylsulfonyloxy)methyl)pyrrolidine-1-carboxylate (0.86 g, 3.42 mmol, 5.4 equiv) and 7-((3-fluorophenyl)ethynyl)quinazolin-4(3H)-one (0.15 g, 0.57 mmol, 1 equiv) in 1,4-dioxane (10 mL) was added KOH (0.38 g, 6.98 mmol, 12 equiv). The reaction mixture was stirred at reflux overnight. After it was cooled to room temperature, the reaction mixture was diluted with saturated NaCl and extracted with ethyl acetate (3×50 mL). The combined organic layers were dried over N...